describe an organic reaction: reactants, conditions, products, and yield From a dataset of the Open Reaction Database (ORD), a public repository of structured organic reaction records. Reactants: IC1=CC=CC=C1 (iodobenzene), C1(CCCCC1)S (cyclohexylmercaptan). Product: C1(CCCCC1)SC1=CC=CC=C1 (Cyclohexyl-phenyl sulfide). Reaction SMILES: I[C:2]1[CH:7]=[CH:6][CH:5]=[CH:4][CH:3]=1.[CH:8]1([SH:14])[CH2:13][CH2:12][CH2:11][CH2:10][CH2:9]1>>[CH:2]1([S:14][C:8]2[CH:13]=[CH:12][CH:11]=[CH:10][CH:9]=2)[CH2:7][CH2:6][CH2:5][CH2:4][CH2:3]1. Reported procedure: The general procedure was used to convert iodobenzene and cyclohexylmercaptan to the title product. Purification by flash chromatography (hexane as the eluent) gave the analytically pure product as a clear oil (297 mg, 77% yield). 1H NMR (300 MHz, CDCl3) δ 7.44 (dd, J=6.97, 2H; Ha, Ha′), 7.35–7.22 (m, 3H; Hb, Hb′, Hc,), 3.19–3.11 (m, 1H; Hd), 2.04 (m, 2H; He, Hi), 1.82 (m, 2H; He′, Hi′), 1.65 (m, 1H; Hg), 1.48–1.26 (m, 5H; Hh, Hf, Hh′, Hf′, Hg′). 13C NMR (75 MHz, CDCl3) δ 135.11 (C1), 131.75 (C3... Reactants: C(C)C1CC2=C(C(C3=C1SC=C3)(O)C3CCN(CC3)C)C=CC=C2 (10-ethyl-9,10-dihydro-4-(1-methyl-4-piperidyl)-4H-benzo[4,5]cyclohepta-[1,2-b]thiophen-4-ol), solution, Cl (hydrogen chloride). Solvent: C(C)(C)O (isopropanol). Product: C(C)C1CC2=C(C(C3=C1SC=C3)=C3CCN(CC3)C)C=CC=C2 (4-(10-ethyl-9,10-dihydro-4H-benzo[4,5]-cyclohepta[1,2-b]thiophen-4-ylidene)-1-methylpiperidine). Reaction SMILES: [CH2:1]([CH:3]1[C:9]2[S:10][CH:11]=[CH:12][C:8]=2[C:7]([CH:14]2[CH2:19][CH2:18][N:17]([CH3:20])[CH2:16][CH2:15]2)(O)[C:6]2[CH:21]=[CH:22][CH:23]=[CH:24][C:5]=2[CH2:4]1)[CH3:2].Cl>C(O)(C)C>[CH2:1]([CH:3]1[C:9]2[S:10][CH:11]=[CH:12][C:8]=2[C:7](=[C:14]2[CH2:19][CH2:18][N:17]([CH3:20])[CH2:16][CH2:15]2)[C:6]2[CH:21]=[CH:22][CH:23]=[CH:24][C:5]=2[CH2:4]1)[CH3:2]. Procedure details: A solution of 15.0 g of 10-ethyl-9,10-dihydro-4-(1-methyl-4-piperidyl)-4H-benzo[4,5]cyclohepta-[1,2-b]thiophen-4-ol in 450 cc of a 3.5 N solution of hydrogen chloride in isopropanol is heated to the boil for 4 hours, and the title compound obtained after working up the reaction mixture is converted into the hydrogen fumarate form thereof. M.P. 220°-221° (from methanol/ethanol).